Dataset: the Open Reaction Database (ORD), a public repository of structured organic reaction records. Task: describe an organic reaction: reactants, conditions, products, and yield Reactants: OC1=CC=C2C(C(=COC2=C1)C1=CC=CC=C1)=O (7-hydroxyisoflavone), C(=O)([O-])[O-].[K+].[K+] (K2CO3), C(C#C)Br (propargyl bromide). Product: C(#CC)OC1=CC=C2C(C(=COC2=C1)C1=CC=CC=C1)=O (7-propynyloxyisoflavone). Reported procedure: A mixture of 7-hydroxyisoflavone (2.38 g, 0.01 mol), K2CO3 (2.8 g, 0.02 mol), Kl (0.166 g, 0.001 mol), propargyl bromide (1.78 g, 0.015 mol) and acetone (100 mL was refluxed 10 h and hot filtered. The solvent was evaporated and the residue was crystallized by toluene. This yields 2.1 g of a product with the following characteristics: m.p. 130-131° C.; 1H NMR (CDCl3) δ: 2.6 (m, 1H), 4.8 (s, 2H), 6.99-8.28 (m, 7H). As a reaction SMILES: [OH:1][C:2]1[CH:11]=[C:10]2[C:5]([C:6](=[O:18])[C:7]([C:12]3[CH:17]=[CH:16][CH:15]=[CH:14][CH:13]=3)=[CH:8][O:9]2)=[CH:4][CH:3]=1.C([O-])([O-])=O.[K+].[K+].[CH2:25](Br)[C:26]#[CH:27]>CC(C)=O>[C:25]([O:1][C:2]1[CH:11]=[C:10]2[C:5]([C:6](=[O:18])[C:7]([C:12]3[CH:17]=[CH:16][CH:15]=[CH:14][CH:13]=3)=[CH:8][O:9]2)=[CH:4][CH:3]=1)#[C:26][CH3:27] |f:1.2.3|. Run in CC(=O)C (acetone).